This data is from the Open Reaction Database (ORD), a public repository of structured organic reaction records. The task is: describe an organic reaction: reactants, conditions, products, and yield The reactants are C[Si](C)(C)Cl (TMSCl), [I-].[Na+] (sodium iodide), ClC1=CC=C(C=C1)CN1C(=NC2=C1C(CCCC2)(O)CC(=O)OCC)C(C)(C)C (Ethyl [3-[(4-chlorophenyl)methyl]-2-(1,1-dimethylethyl)-4-hydroxy-3,4,5,6,7,8-hexahydrocyclohepta[d]imidazol-4-yl]acetate). The solvent is C(C)#N (acetonitrile), C(C)#N (acetonitrile). Run at time 8 hour. Product: ClC1=CC=C(C=C1)CN1C(=NC2=C1C(CCCC2)CC(=O)OCC)C(C)(C)C (ethyl [3-[(4-chlorophenyl)methyl]-2-(1,1-dimethylethyl)-3,4,5,6,7,8-hexahydrocyclohepta[d]imidazol-4-yl]acetate). Isolated yield 5.4%. As a reaction SMILES: C[Si](Cl)(C)C.[I-].[Na+].[Cl:8][C:9]1[CH:14]=[CH:13][C:12]([CH2:15][N:16]2[C:20]3[C:21]([CH2:27][C:28]([O:30][CH2:31][CH3:32])=[O:29])(O)[CH2:22][CH2:23][CH2:24][CH2:25][C:19]=3[N:18]=[C:17]2[C:33]([CH3:36])([CH3:35])[CH3:34])=[CH:11][CH:10]=1>C(#N)C>[Cl:8][C:9]1[CH:10]=[CH:11][C:12]([CH2:15][N:16]2[C:20]3[CH:21]([CH2:27][C:28]([O:30][CH2:31][CH3:32])=[O:29])[CH2:22][CH2:23][CH2:24][CH2:25][C:19]=3[N:18]=[C:17]2[C:33]([CH3:34])([CH3:36])[CH3:35])=[CH:13][CH:14]=1 |f:1.2|. Procedure details: A mixture of TMSCl (0.513 mL), sodium iodide (601 mg) and acetonitrile (9 ml) was added to a stirred suspension of Intermediate 15 (420 mg) in acetonitrile (3 ml). The RM was stirred at room temp under nitrogen overnight. The reaction mixture was partitioned between EtOAc (50 ml) and sat. NaHCO3 aq. sol.: water (1:1, 50 ml). The two phases were separated and the aqueous phase was extracted again with EtOAc (50 ml). The phases were separated; the organic extracts were combined, dried (hydrophobic... Starting materials: C(#N)C1=CC=C(C=C1)C1=CC=C(C=C1)N1C=C(C=C1)CC(=O)O.C(C1=CC=CC=C1)[C@@H]1N(C(OC1)=O)C(CC1=CN(C=C1)C1=CC=C(C=C1)F)=O (1-(4(S)-benzyl-oxazolidin-2-on-3-yl)-2-[1-(4-fluorophenyl)-1H-pyrrol-3-yl]-ethanone 2-[1-(4′-cyanobiphenyl-4-yl)-1H-pyrrol-3-yl]-acetic acid), CCOC(=O)C (EtOAc), C(Cl)Cl (CH2Cl2), C(C1=CC=CC=C1)[C@@H]1NC(OC1)=O (4(S)-benzyl-2-oxazolidinone). Run in CCOC(=O)C.CC(C)(C)OC (EtOAc MTBE). Yields the product C(C1=CC=CC=C1)[C@@H]1N(C(OC1)=O)C(CC1=CN(C=C1)C1=CC=C(C=C1)C1=CC=C(C=C1)C#N)=O (1-(4(S)-benzyl-oxazolidin-2-on-3-yl)-2-[1-(4′-cyanobiphenyl4-yl)-1H-pyrrol-3-yl]-ethanone). Yield: 59.0%. Reaction SMILES: [C:1]([C:3]1[CH:8]=[CH:7][C:6]([C:9]2[CH:14]=[CH:13][C:12]([N:15]3[CH:19]=[CH:18][C:17]([CH2:20]C(O)=O)=[CH:16]3)=[CH:11][CH:10]=2)=[CH:5][CH:4]=1)#[N:2].[CH2:24]([C@H:31]1[CH2:35][O:34][C:33](=[O:36])[N:32]1[C:37](=[O:51])CC1C=CN(C2C=CC(F)=CC=2)C=1)[C:25]1[CH:30]=[CH:29][CH:28]=[CH:27][CH:26]=1.C([C@H]1COC(=O)N1)C1C=CC=CC=1.CCOC(C)=O.C(Cl)Cl>CCOC(C)=O.CC(OC)(C)C>[CH2:24]([C@H:31]1[CH2:35][O:34][C:33](=[O:36])[N:32]1[C:37](=[O:51])[CH2:20][C:17]1[CH:18]=[CH:19][N:15]([C:12]2[CH:11]=[CH:10][C:9]([C:6]3[CH:5]=[CH:4][C:3]([C:1]#[N:2])=[CH:8][CH:7]=3)=[CH:14][CH:13]=2)[CH:16]=1)[C:25]1[CH:30]=[CH:29][CH:28]=[CH:27][CH:26]=1 |f:0.1,5.6|. Procedure: As in Example 14(a) for 1-(4(S)-benzyl-oxazolidin-2-on-3-yl)-2-[1-(4-fluorophenyl)-1H-pyrrol-3-yl]-ethanone 2-[1-(4′-cyanobiphenyl-4-yl)-1H-pyrrol-3-yl]-acetic acid and 4(S)-benzyl-2-oxazolidinone were coupled. Flash column chromatography with 10-25% EtOAc/hex to CH2Cl2 stepwise gradient eluant and subsequent trituration with EtOAc/MTBE/hex provided in 59% yield 1-(4(S)-benzyl-oxazolidin-2-on-3-yl)-2-[1-(4′-cyanobiphenyl4-yl)-1H-pyrrol-3-yl]-ethanone as a pale yellow amorphous solid. Yield: 81.2%. The product is COC([C@@H](CCCCN)NC1=CC(=C(C(=C1)C)F)C)=O ((R)-6-Amino-2-(4-fluoro-3,5-dimethyl-phenylamino)-hexanoic acid methyl ester). As a reaction SMILES: [CH3:1][O:2][C:3](=[O:27])[C@H:4]([NH:17][C:18]1[CH:23]=[C:22]([CH3:24])[C:21]([F:25])=[C:20]([CH3:26])[CH:19]=1)[CH2:5][CH2:6][CH2:7][CH2:8][NH:9]C(OC(C)(C)C)=O.FC(F)(F)C(O)=O>ClCCl>[CH3:1][O:2][C:3](=[O:27])[C@H:4]([NH:17][C:18]1[CH:23]=[C:22]([CH3:24])[C:21]([F:25])=[C:20]([CH3:26])[CH:19]=1)[CH2:5][CH2:6][CH2:7][CH2:8][NH2:9]. Solvent: ClCCl (dichloromethane). The reactants are COC([C@@H](CCCCNC(=O)OC(C)(C)C)NC1=CC(=C(C(=C1)C)F)C)=O ((R)-6-tert-butoxycarbonylamino-2-(4-fluoro-3,5-dimethyl-phenylamino)-hexanoic acid methyl ester), FC(C(=O)O)(F)F (trifluoroacetic acid). Reported procedure: To a solution of (R)-6-tert-butoxycarbonylamino-2-(4-fluoro-3,5-dimethyl-phenylamino)-hexanoic acid methyl ester (2.000 g, 5.232 mmol) in 10 mL of dichloromethane, was added trifluoroacetic acid (10 mL). After stirring at room temperature for 19 h, the reaction mixture was concentrated under reduced pressure, and the residue dried in vacuum for overnight at room temperature. The crude product (1.200 g, 81% yield) was used directly in the next step without further purification. LC-MS: tR=4.8 min;... Reaction conditions: time 19 hour.